This data is from the Open Reaction Database (ORD), a public repository of structured organic reaction records. The task is: describe an organic reaction: reactants, conditions, products, and yield Starting materials: C1CCOC1, C(=NC1CCCCC1)=NC1CCCCC1, O=C(O)C(Nc1ccccc1)c1ccc(Cl)cc1, OC1CN2CCC1CC2, On1nnc2ccccc21. Reaction SMILES: [CH2:53]1[O:54][CH2:55][CH2:56][CH2:57]1.[CH:29]1([N:30]=[C:31]=[N:32][CH:33]2[CH2:34][CH2:35][CH2:36][CH2:37][CH2:38]2)[CH2:39][CH2:40][CH2:41][CH2:42][CH2:43]1.[Cl:1][c:2]1[cH:3][cH:4][c:5]([CH:8]([C:9](=[O:10])[OH:11])[NH:12][c:13]2[cH:14][cH:15][cH:16][cH:17][cH:18]2)[cH:6][cH:7]1.[N:44]12[CH2:45][CH:46]([OH:52])[CH:47]([CH2:48][CH2:49]1)[CH2:50][CH2:51]2.[OH:19][n:20]1[c:21]2[c:22]([cH:23][cH:24][cH:25][cH:26]2)[n:27][n:28]1>>[Cl:1][c:2]1[cH:3][cH:4][c:5]([CH:8]([C:9]([O:10][CH:46]2[CH2:45][N:44]3[CH2:49][CH2:48][CH:47]2[CH2:50][CH2:51]3)=[O:11])[NH:12][c:13]2[cH:14][cH:15][cH:16][cH:17][cH:18]2)[cH:6][cH:7]1. Product: O=C(OC1CN2CCC1CC2)C(Nc1ccccc1)c1ccc(Cl)cc1.